This data is from the Open Reaction Database (ORD), a public repository of structured organic reaction records. The task is: describe an organic reaction: reactants, conditions, products, and yield Reactants: NC1=NC2=CC(=CC=C2C(=C1)N1CCN(CC1)C(=O)N[C@@H]1C(N(CCCC1)CC(=O)OC)=O)Cl ((3S)-[[[4-(2-amino-7-chloro-4-quinolinyl)-1-piperazinyl]carbonyl]amino]hexahydro-2-oxo-1H-azepine-1-acetic acid, methyl ester), [OH-].[Na+] (NaOH). The solvent is C1CCOC1 (THF). Conditions: time 30 minute. The product is NC1=NC2=CC(=CC=C2C(=C1)N1CCN(CC1)C(=O)N[C@@H]1C(N(CCCC1)CC(=O)O)=O)Cl ((3S)-[[[4-(2-Amino-7-chloro-4-quinolinyl)-1-piperazinyl]carbonyl]amino]hexahydro-2-oxo-1H-azepine-1-acetic Acid). Isolated yield 5.2%. Reaction SMILES: [NH2:1][C:2]1[CH:11]=[C:10]([N:12]2[CH2:17][CH2:16][N:15]([C:18]([NH:20][C@H:21]3[CH2:27][CH2:26][CH2:25][CH2:24][N:23]([CH2:28][C:29]([O:31]C)=[O:30])[C:22]3=[O:33])=[O:19])[CH2:14][CH2:13]2)[C:9]2[C:4](=[CH:5][C:6]([Cl:34])=[CH:7][CH:8]=2)[N:3]=1.[OH-].[Na+]>C1COCC1>[NH2:1][C:2]1[CH:11]=[C:10]([N:12]2[CH2:13][CH2:14][N:15]([C:18]([NH:20][C@H:21]3[CH2:27][CH2:26][CH2:25][CH2:24][N:23]([CH2:28][C:29]([OH:31])=[O:30])[C:22]3=[O:33])=[O:19])[CH2:16][CH2:17]2)[C:9]2[C:4](=[CH:5][C:6]([Cl:34])=[CH:7][CH:8]=2)[N:3]=1 |f:1.2|. Procedure details: To a stirred solution of (3S)-[[[4-(2-amino-7-chloro-4-quinolinyl)-1-piperazinyl]carbonyl]amino]hexahydro-2-oxo-1H-azepine-1-acetic acid, methyl ester (300 mg, 0.613 mmol) in THF (3.0 mL) was added 2N NaOH solution (3 mL) at rt. After 30 min, THF was evaporated in vacuo, and the resulting residue was acidified to pH 4–5. The reaction mixture was extracted with ethyl acetate, washed with brine, and dried over Na2SO4. The product (15 mg) was obtained after concentration in vacuo. LC-MS: 475 (M++1)... The reactants are ClC1=CC=C2C(N3C(=NC2=C1)NC1=C3C=CC=C1)=O (3-chlorobenzimidazo[2,1-b]quinazolin-12(6H)one), C(C)(=O)Cl (acetyl chloride). Yields the product C(C)(=O)N1C2=C(C=CC=C2)N2C1=NC1=CC(=CC=C1C2=O)Cl (6-Acetyl-3-chlorobenzimidazo[2,1-b]quinazolin-12(6H)one). Reaction SMILES: [Cl:1][C:2]1[CH:11]=[C:10]2[C:5]([C:6](=[O:19])[N:7]3[C:14]4[CH:15]=[CH:16][CH:17]=[CH:18][C:13]=4[NH:12][C:8]3=[N:9]2)=[CH:4][CH:3]=1.[C:20](Cl)(=[O:22])[CH3:21]>>[C:20]([N:12]1[C:8]2=[N:9][C:10]3[C:5]([C:6](=[O:19])[N:7]2[C:14]2[CH:15]=[CH:16][CH:17]=[CH:18][C:13]1=2)=[CH:4][CH:3]=[C:2]([Cl:1])[CH:11]=3)(=[O:22])[CH3:21]. Procedure details: 6-Acetyl-3-chlorobenzimidazo[2,1-b]quinazolin-12(6H)one is prepared with 3-chlorobenzimidazo[2,1-b]quinazolin-12(6H)one and acetyl chloride. Starting materials: COC=1C=C(C=CC1N1C=NC(=C1)C)NC(=S)N ([3-methoxy-4-(4-methyl-imidazol-1-yl)-phenyl]-thiourea), ClC1=CC=C(C=C1)CC(=O)NN ((4-chloro-phenyl)-acetic acid hydrazide). The product is ClC1=CC=C(CC=2NC(=NN2)NC2=CC(=C(C=C2)N2C=NC(=C2)C)OC)C=C1 ([5-(4-Chloro-benzyl)-4H-[1,2,4]triazol-3-yl]-[3-methoxy-4-(4-methyl-imidazol-1-yl)-phenyl]-amine), solid. Isolated yield 16.0%. RXN SMILES: [CH3:1][O:2][C:3]1[CH:4]=[C:5]([NH:15][C:16]([NH2:18])=S)[CH:6]=[CH:7][C:8]=1[N:9]1[CH:13]=[C:12]([CH3:14])[N:11]=[CH:10]1.[Cl:19][C:20]1[CH:25]=[CH:24][C:23]([CH2:26][C:27]([NH:29][NH2:30])=O)=[CH:22][CH:21]=1>>[Cl:19][C:20]1[CH:25]=[CH:24][C:23]([CH2:26][C:27]2[NH:18][C:16]([NH:15][C:5]3[CH:6]=[CH:7][C:8]([N:9]4[CH:13]=[C:12]([CH3:14])[N:11]=[CH:10]4)=[C:3]([O:2][CH3:1])[CH:4]=3)=[N:30][N:29]=2)=[CH:22][CH:21]=1. Reported procedure: The title compound was prepared in analogy to example 71c) starting with [3-methoxy-4-(4-methyl-imidazol-1-yl)-phenyl]-thiourea (150 mg, 0.57 mmol) and (4-chloro-phenyl)-acetic acid hydrazide (116 mg, 0.57 mmol). Obtained as a brownish solid (36 mg, 16%) after chromatography of the crude reaction product on amino-modified silica gel (Merck HPTLC Silica Gel 60 NH2F254S) using ethyl acetate as eluent. Starting materials: COC(CNC([C@@H](CC#C)NS(=O)(=O)C1=CC=CC=C1)=O)OC ((R)-N-(2.2-dimethoxyethyl)-2-(benzenesulfonamido)pent-4-ynamide), FC(C=1C=C(C=CC1)S(=O)(=O)N[C@@H](C(=O)O)CC#C)(F)F ((R)-2-(3-trifluoromethylbenzenesulfonamido)pent-4-ynoic acid). Yields the product COC(CNC([C@@H](CC#C)NS(=O)(=O)C1=CC(=CC=C1)C(F)(F)F)=O)OC ((R)-N-(2.2-dimethoxyethyl)-2-(3-trifluoromethylbenzenesulfonamido)-pent-4-ynamide). RXN SMILES: [CH3:1][O:2][CH:3]([O:22][CH3:23])[CH2:4][NH:5][C:6](=[O:21])[C@H:7]([NH:11][S:12]([C:15]1[CH:20]=[CH:19][CH:18]=[CH:17][CH:16]=1)(=[O:14])=[O:13])[CH2:8][C:9]#[CH:10].[F:24][C:25]([F:44])([F:43])C1C=C(S(N[C@H](CC#C)C(O)=O)(=O)=O)C=CC=1>>[CH3:23][O:22][CH:3]([O:2][CH3:1])[CH2:4][NH:5][C:6](=[O:21])[C@H:7]([NH:11][S:12]([C:15]1[CH:16]=[CH:17][CH:18]=[C:19]([C:25]([F:44])([F:43])[F:24])[CH:20]=1)(=[O:14])=[O:13])[CH2:8][C:9]#[CH:10]. Reported procedure: Using the same procedure describe for the synthesis of 39, (R)-2-(3-trifluoromethylbenzenesulfonamido)pent-4-ynoic acid afforded the title compound. 1H NMR (300 MHz, CDCl3): δ 2.05 (s, 1H), 2.65 (m, 2H), 2.85 (s, 3H), 2.96 (s, 3H), 3.35 (m, 2H), 3.96 (t, 6.3 Hz, 1H), 4.32 (t, 5.4 Hz, 1H), 6.86 (t, 5.4 Hz, 1H), 7.68 (t, 7.8 Hz, 1H), 7.82 (d, 7.8 Hz, 1H), 7.97 (s5; 1H), 8.03 (d, 7.8 Hz, 1H), 8.11 (s, 1H). The reactants are C(=O)=O (dry-ice), C(CCC)[Li] (n-butyllithium), CCCCCC (hexane), FC1=CC=2CC3=CC(=CC(=C3C2C(=C1)F)F)F (2,4,5,7-tetrafluorofluorene). The solvent is CCOCC (ether), [Au] (gold), C1CCOC1 (THF). Run at time 20 minute. The product is FC1=CC=2C(C3=CC(=CC(=C3C2C(=C1)F)F)F)C(=O)OC (Methyl 2,4,5,7-Tetrafluorofluorene-9-carboxylate). Yield: 57.0%. RXN SMILES: C([Li])CCC.[CH3:6]CCCCC.[F:12][C:13]1[CH:25]=[C:24]([F:26])[C:23]2[C:22]3[C:17](=[CH:18][C:19]([F:28])=[CH:20][C:21]=3[F:27])[CH2:16][C:15]=2[CH:14]=1.[C:29](=[O:31])=[O:30]>[Au].CCOCC.C1COCC1>[F:12][C:13]1[CH:25]=[C:24]([F:26])[C:23]2[C:22]3[C:17](=[CH:18][C:19]([F:28])=[CH:20][C:21]=3[F:27])[CH:16]([C:29]([O:31][CH3:6])=[O:30])[C:15]=2[CH:14]=1. Procedure: Under nitrogen, n-butyllithium (5.6 mL of a 2.5M hexane solution) was added dropwise, to a -78° C. solution of the 2,4,5,7-tetrafluorofluorene in gold label THF (80 mL) over 2 min. After 20 min, the mixture was poured onto a slurry of dry-ice (10 g) in anhydrous ether. The solvents were evaporated and the residue was dissolved in methanol (200 mL) and acidified with acetyl chloride (5 mL). After stirring for 18 h, the reaction was concentrated and the residue was diluted with saturated aqueous s... Run at time 20 hour. As a reaction SMILES: C([O:5][C:6]([CH:8]1[NH:12][CH:11]([CH2:13][C:14]([CH3:17])([CH3:16])[CH3:15])[C:10]2([C:25]3[C:20](=[CH:21][C:22]([Cl:26])=[CH:23][CH:24]=3)[NH:19][C:18]2=[O:27])[CH:9]1[C:28]1[CH:33]=[C:32]([F:34])[CH:31]=[C:30]([Cl:35])[CH:29]=1)=[O:7])(C)(C)C.[F:36][C:37]([F:42])([F:41])[C:38]([OH:40])=[O:39]>ClCCl>[F:36][C:37]([F:42])([F:41])[C:38]([OH:40])=[O:39].[Cl:26][C:22]1[CH:21]=[C:20]2[NH:19][C:18](=[O:27])[C:10]3([CH:9]([C:28]4[CH:33]=[C:32]([F:34])[CH:31]=[C:30]([Cl:35])[CH:29]=4)[CH:8]([C:6]([OH:7])=[O:5])[NH:12][CH:11]3[CH2:13][C:14]([CH3:16])([CH3:15])[CH3:17])[C:25]2=[CH:24][CH:23]=1 |f:3.4|. Procedure: A solution of rac-(2′S,3′R,4′S,5′R)-6-chloro-4′-(3-chloro-5-fluoro-phenyl)-2′-(2,2-dimethyl-propyl)-2-oxo-1,2-dihydro-spiro[indole-3,3′-pyrrolidine]-5′-carboxylic acid tert-butyl ester (1.5 g, 2.9 mmol) in dichloromethane (18 mL) was added trifluoroacetic acid (7 g). The reaction mixture was stirred at room temperature for 20 h, then concentrated. The residue was then triturated with ethyl ether hexanes, concentrated, dried in vacuo to give rac-(2′S,3′R,4′S,5′R)-6-chloro-4′-(3-chloro-5-fluoro-ph... Solvent: ClCCl (dichloromethane). Product: FC(C(=O)O)(F)F.ClC1=CC=C2C(=C1)NC(C21C(NC(C1C1=CC(=CC(=C1)F)Cl)C(=O)O)CC(C)(C)C)=O (rac-(2′S,3′R,4′S,5′R)-6-chloro-4′-(3-chloro-5-fluoro-phenyl)-2′-(2,2-dimethyl-propyl)-2-oxo-1,2-dihydro-spiro[indole-3,3′-pyrrolidine]-5′-carboxylic acid trifluoroacetic acid). The yield is 95.2%. The reactants are C(C)(C)(C)OC(=O)C1C(C2(C(N1)CC(C)(C)C)C(NC1=CC(=CC=C12)Cl)=O)C1=CC(=CC(=C1)F)Cl (rac-(2′S,3′R,4′S,5′R)-6-chloro-4′-(3-chloro-5-fluoro-phenyl)-2′-(2,2-dimethyl-propyl)-2-oxo-1,2-dihydro-spiro[indole-3,3′-pyrrolidine]-5′-carboxylic acid tert-butyl ester), FC(C(=O)O)(F)F (trifluoroacetic acid).